This data is from the Open Reaction Database (ORD), a public repository of structured organic reaction records. The task is: describe an organic reaction: reactants, conditions, products, and yield The reactants are S(O)(O)(=O)=O (sulfuric acid), ( 22 ), C1C2CC3C4C1C5CC(C4)CC3C5C2 (diamantane), C1C2CC3C4C1C5CC(C4)CC3C5C2 (diamantane). Reaction conditions: temperature 75 celsius. The product is C1C2CC3C4C1C5CC(C4)C(=O)C3C5C2 (diamantanone). Isolated yield 70.0%. Reaction SMILES: [CH2:1]1[CH:6]2[CH:7]3[CH:13]4[CH2:14][CH:2]1[CH2:3][CH:4]1[CH:12]4[CH2:11][CH:9]([CH2:10][CH:5]12)[CH2:8]3.S(=O)(=O)(O)[OH:16]>>[CH2:1]1[CH:6]2[CH:5]3[CH:4]4[CH2:3][CH:2]1[CH2:14][CH:13]1[CH:12]4[C:11](=[O:16])[CH:9]([CH2:8][CH:7]12)[CH2:10]3. Procedure: The synthesis of 3-diamantanol (22) from diamantane follows Gund et al, J. Org. Chem., 39, 2987 (1974), incorporated herein by reference. To diamantane (2 g), prepared as in Example 3, Procedure 6, is added 96.6% sulfuric acid (100 ml); the reaction mixture is then heated for four hours at 75° C. with vigorous stirring. Stirring is continued at room temperature for one additional hour. The black reaction mixture is poured over ice and steam distilled. The steam distillate is extracted with ether...